From a dataset of the Open Reaction Database (ORD), a public repository of structured organic reaction records. describe an organic reaction: reactants, conditions, products, and yield The reactants are 22, ClC1=C(C=CC(=C1)Cl)C(O)C1=CC=C(C=C1)F (2,4-dichloro-α-(4-fluorophenyl)benzenemethanol), Cl (hydrochloric acid). Run at time 40 hour. The product is 13.2, ClC1=C(C=CC(=C1)Cl)C(C1=CC=C(C=C1)F)Cl (2,4-dichloro-1-[chloro-(4-fluorophenyl)methyl]benzene). RXN SMILES: [Cl:1][C:2]1[CH:7]=[C:6]([Cl:8])[CH:5]=[CH:4][C:3]=1[CH:9]([C:11]1[CH:16]=[CH:15][C:14]([F:17])=[CH:13][CH:12]=1)O.[ClH:18]>>[Cl:1][C:2]1[CH:7]=[C:6]([Cl:8])[CH:5]=[CH:4][C:3]=1[CH:9]([Cl:18])[C:11]1[CH:16]=[CH:15][C:14]([F:17])=[CH:13][CH:12]=1. Reported procedure: A mixture of 22 parts of 2,4-dichloro-α-(4-fluorophenyl)benzenemethanol and 240 parts of hydrochloric acid solution 12 N is stirred for 40 hours at room temperature. The reaction mixture is poured onto ice-water and the product is extracted with trichloromethane. The extract is washed with water, dried, filtered and evaporated. The residue is distilled, yielding 13.2 parts of 2,4-dichloro-1-[chloro-(4-fluorophenyl)methyl]benzene; bp. 146° C. at 0.15 mm. pressure. Yields the product Cc1ccc(-c2ccccc2)nc1. Reaction SMILES: [Br:10][c:11]1[n:12][cH:13][c:14]([CH3:17])[cH:15][cH:16]1.[CH3:24][C:25]#[N:26].[K+:18].[K+:19].[O-:20][C:21]([O-:22])=[O:23].[OH:1][B:2]([OH:3])[c:4]1[cH:5][cH:6][cH:7][cH:8][cH:9]1>>[c:4]1(-[c:11]2[n:12][cH:13][c:14]([CH3:17])[cH:15][cH:16]2)[cH:5][cH:6][cH:7][cH:8][cH:9]1. Reactants: Cc1ccc(Br)nc1, CC#N, [K+], [K+], O=C([O-])[O-], OB(O)c1ccccc1.